From a dataset of the Open Reaction Database (ORD), a public repository of structured organic reaction records. describe an organic reaction: reactants, conditions, products, and yield Starting materials: resultant solution, NC=1C=NC2=C(C=C(C=C2C1C1=C(C=CC=C1)Cl)C)C (3-amino-4-(2-chlorophenyl)-6,8-dimethylquinoline), COC=1C=C(C=C(C1OC)OC)N=C=O (3,4,5-trimethoxyphenyl isocyanate), COC=1C=C(C(=O)O)C=C(C1OC)OC (3,4,5-trimethoxybenzoic acid), C1(=CC=CC=C1)P(=O)(C1=CC=CC=C1)N=[N+]=[N-] (diphenylphosphoryl azide). Solvent: O1CCOCC1 (dioxane), C(C)N(CC)CC (Triethylamine). Conditions: time 40 minute. Product: ClC1=C(C=CC=C1)C1=C(C=NC2=C(C=C(C=C12)C)C)NC(=O)NC1=CC(=C(C(=C1)OC)OC)OC (4-(2-chlorophenyl)-6,8-dimethyl-3-[3-(3,4,5-trimethoxyphenyl)ureido]-quinoline). RXN SMILES: COC1C=C(C=C(OC)C=1OC)C(O)=O.C1(P(N=[N+]=[N-])(C2C=CC=CC=2)=O)C=CC=CC=1.[CH3:33][O:34][C:35]1[CH:36]=[C:37]([N:45]=[C:46]=[O:47])[CH:38]=[C:39]([O:43][CH3:44])[C:40]=1[O:41][CH3:42].[NH2:48][C:49]1[CH:50]=[N:51][C:52]2[C:57]([C:58]=1[C:59]1[CH:64]=[CH:63][CH:62]=[CH:61][C:60]=1[Cl:65])=[CH:56][C:55]([CH3:66])=[CH:54][C:53]=2[CH3:67]>O1CCOCC1.C(N(CC)CC)C>[Cl:65][C:60]1[CH:61]=[CH:62][CH:63]=[CH:64][C:59]=1[C:58]1[C:57]2[C:52](=[C:53]([CH3:67])[CH:54]=[C:55]([CH3:66])[CH:56]=2)[N:51]=[CH:50][C:49]=1[NH:48][C:46]([NH:45][C:37]1[CH:36]=[C:35]([O:34][CH3:33])[C:40]([O:41][CH3:42])=[C:39]([O:43][CH3:44])[CH:38]=1)=[O:47]. Procedure: Triethylamine (0.37 ml) was added dropwise to a mixture of 3,4,5-trimethoxybenzoic acid (563 mg), diphenylphosphoryl azide (730 mg) and dioxane (10 ml) under stirring. The mixture was further stirred for 30 mins. at room temperature and then for 40 mins. under reflux to prepare a solution of 3,4,5-trimethoxyphenyl isocyanate. After cooling, to the resultant solution was added 3-amino-4-(2-chlorophenyl)-6,8-dimethylquinoline (500 mg), and the whole was stirred at room temperature overnight. The r... The reactants are C(C)(C)(C)OC(=O)N1CC(CC1)NC(=O)C=1SC=CC1NC1=C2C(=NC=C1)NC=C2 (3-{[3-(1H-Pyrrolo[2,3-b]pyridin-4-ylamino)-thiophene-2-carbonyl]-amino}-pyrrolidine-1-carboxylic acid tert-butyl ester), C(C1=CC=CC=C1)NCCN (N-benzylethylenediamine). Product: C(C1=CC=CC=C1)NCCNC(=O)C=1SC=CC1NC1=C2C(=NC=C1)NC=C2 (3-(1H-Pyrrolo[2,3-b]pyridin-4-ylamino)-thiophene-2-carboxylic acid (2-benzylamino-ethyl)-amide). Reaction SMILES: C(OC([N:8]1[CH2:12][CH2:11][CH:10]([NH:13][C:14]([C:16]2[S:17][CH:18]=[CH:19][C:20]=2[NH:21][C:22]2[CH:27]=[CH:26][N:25]=[C:24]3[NH:28][CH:29]=[CH:30][C:23]=23)=[O:15])[CH2:9]1)=O)(C)(C)C.C(NCCN)[C:32]1[CH:37]=[CH:36]C=[CH:34][CH:33]=1>>[CH2:12]([NH:8][CH2:9][CH2:10][NH:13][C:14]([C:16]1[S:17][CH:18]=[CH:19][C:20]=1[NH:21][C:22]1[CH:27]=[CH:26][N:25]=[C:24]2[NH:28][CH:29]=[CH:30][C:23]=12)=[O:15])[C:11]1[CH:36]=[CH:37][CH:32]=[CH:33][CH:34]=1. Procedure: This compound was prepared in an analogous manner as 3-{[3-(1H-Pyrrolo[2,3-b]pyridin-4-ylamino)-thiophene-2-carbonyl]-amino}-pyrrolidine-1-carboxylic acid tert-butyl ester using N-benzylethylenediamine instead of 1-BOC-3-aminopyrrolidine. LCMS (ESI) 392 (M+H) 1H NMR (400 MHz, DMSO-d6) δ ppm 11.52 (1H, br. s.) 10.27 (1H, s) 8.05 (1H, t, J=5.47 Hz) 8.01 (1H, d, J=5.37 Hz) 7.77 (1H, d, J=5.37 Hz) 7.46 (1H, d, J=5.47 Hz) 7.14-7.33 (7H, m) 6.80 (1H, d, J=5.56 Hz) 6.43 (1H, dd, J=3.42, 1.85 Hz) 3.69 (...